This data is from the Open Reaction Database (ORD), a public repository of structured organic reaction records. The task is: describe an organic reaction: reactants, conditions, products, and yield The reactants are O=C1CCC(=O)N1Br, CN(C)C=O, CNC(Cc1ccccc1N)c1ccsc1C. Product: CNC(Cc1cc(Br)ccc1N)c1ccsc1C. Reaction SMILES: [Br:18][N:19]1[C:20](=[O:21])[CH2:22][CH2:23][C:24]1=[O:25].[CH3:26][N:27]([CH3:28])[CH:29]=[O:30].[NH2:1][c:2]1[c:3]([CH2:8][CH:9]([NH:10][CH3:11])[c:12]2[c:13]([CH3:17])[s:14][cH:15][cH:16]2)[cH:4][cH:5][cH:6][cH:7]1>>[NH2:1][c:2]1[c:3]([CH2:8][CH:9]([NH:10][CH3:11])[c:12]2[c:13]([CH3:17])[s:14][cH:15][cH:16]2)[cH:4][c:5]([Br:18])[cH:6][cH:7]1.